Dataset: the Open Reaction Database (ORD), a public repository of structured organic reaction records. Task: describe an organic reaction: reactants, conditions, products, and yield Starting materials: C1(CC1)C(C(C(=O)C1=C(C=C(C=C1)C(F)(F)F)SC(CC)C)=CN(C)C)=O (3-cyclopropyl-2-(N,N-dimethylaminomethylene)-1-[2-(1-methylpropylsulphenyl)-4-trifluoromethylphenyl]propan-1,3-dione), Cl.NO (hydroxylamine hydrochloride). Run in C(C)O (ethanol). Conditions: time 8 hour. Product: C1(CC1)C1=C(C=NO1)C(C1=C(C=C(C=C1)C(F)(F)F)SC(CC)C)=O (5-cyclopropyl-4-[2-(1-methylpropylsulphenyl)-4-trifluoromethylbenzoyl]isoxazole). Isolated yield 34.5%. RXN SMILES: [CH:1]1([C:4](=[O:27])[C:5](=[CH:23][N:24](C)C)[C:6]([C:8]2[CH:13]=[CH:12][C:11]([C:14]([F:17])([F:16])[F:15])=[CH:10][C:9]=2[S:18][CH:19]([CH3:22])[CH2:20][CH3:21])=[O:7])[CH2:3][CH2:2]1.Cl.NO>C(O)C>[CH:1]1([C:4]2[O:27][N:24]=[CH:23][C:5]=2[C:6](=[O:7])[C:8]2[CH:13]=[CH:12][C:11]([C:14]([F:17])([F:16])[F:15])=[CH:10][C:9]=2[S:18][CH:19]([CH3:22])[CH2:20][CH3:21])[CH2:3][CH2:2]1 |f:1.2|. Procedure: A mixture of 3-cyclopropyl-2-(N,N-dimethylaminomethylene)-1-[2-(1-methylpropylsulphenyl)-4-trifluoromethylphenyl]propan-1,3-dione (11.9 g) and hydroxylamine hydrochloride (2.3 g) in ethanol was stirred at room temperature overnight. The mixture was cooled (ice bath) and a solid filtered off, washed with a small amount of cold ethanol, then water, and dried to give 5-cyclopropyl-4-[2-(1-methylpropylsulphenyl)-4-trifluoromethylbenzoyl]isoxazole (3.8 g) as a white solid, m.p. 75.6°-76.4° C. Reactants: C1COCCN1, ClCCl, CCOC(=O)CN(Cc1ccccc1)S(=O)(=O)Cl, Cl. The product is CCOC(=O)CN(Cc1ccccc1)S(=O)(=O)N1CCOCC1. RXN SMILES: [CH2:1]1[CH2:2][O:3][CH2:4][CH2:5][NH:6]1.[CH2:26]([Cl:27])[Cl:28].[CH2:7]([c:8]1[cH:9][cH:10][cH:11][cH:12][cH:13]1)[N:14]([CH2:15][C:16](=[O:17])[O:18][CH2:19][CH3:20])[S:21](=[O:22])(=[O:23])[Cl:24].[ClH:25]>>[CH2:1]1[CH2:2][O:3][CH2:4][CH2:5][N:6]1[S:21]([N:14]([CH2:7][c:8]1[cH:9][cH:10][cH:11][cH:12][cH:13]1)[CH2:15][C:16](=[O:17])[O:18][CH2:19][CH3:20])(=[O:22])=[O:23]. Reactants: C=CCC1C(=O)N(C(C)c2ccccc2)CC1(CC=C)C(=O)OC(C)(C)C, ClCCl. Yields the product CC(c1ccccc1)N1CC2(C(=O)OC(C)(C)C)CC=CCC2C1=O. Reaction SMILES: [C:1]([CH3:2])([CH3:3])([CH3:4])[O:5][C:6](=[O:7])[C:8]1([CH2:25][CH:26]=[CH2:27])[CH2:9][N:10]([CH:17]([CH3:18])[c:19]2[cH:20][cH:21][cH:22][cH:23][cH:24]2)[C:11](=[O:16])[CH:12]1[CH2:13][CH:14]=[CH2:15].[Cl:28][CH2:29][Cl:30]>>[C:1]([CH3:2])([CH3:3])([CH3:4])[O:5][C:6](=[O:7])[C:8]12[CH2:9][N:10]([CH:17]([CH3:18])[c:19]3[cH:20][cH:21][cH:22][cH:23][cH:24]3)[C:11](=[O:16])[CH:12]1[CH2:13][CH:14]=[CH:15][CH2:25]2. The reactants are C(C)(C)(C)C=1C=C(C(=O)Cl)C=C(C1O)C(C)(C)C (3,5-di-tert.-butyl-4-hydroxybenzoyl chloride), C(C1=CC=CC=C1)OC(=O)N1CCNCCC1 (1-benzyloxycarbonylhomopiperazine). Run in C(C)#N (acetonitrile). Run at time 6 hour. Product: OC1=C(C=C(C(=O)N2CCN(CCC2)C(=O)OCC2=CC=CC=C2)C=C1C(C)(C)C)C(C)(C)C (1-(4-Hydroxy-3,5-di-tert.-butylbenzoyl)-4-benzyloxycarbonylhomopiperazine). Reaction SMILES: [C:1]([C:5]1[CH:6]=[C:7]([CH:11]=[C:12]([C:15]([CH3:18])([CH3:17])[CH3:16])[C:13]=1[OH:14])[C:8](Cl)=[O:9])([CH3:4])([CH3:3])[CH3:2].[CH2:19]([O:26][C:27]([N:29]1[CH2:35][CH2:34][CH2:33][NH:32][CH2:31][CH2:30]1)=[O:28])[C:20]1[CH:25]=[CH:24][CH:23]=[CH:22][CH:21]=1>C(#N)C>[OH:14][C:13]1[C:5]([C:1]([CH3:4])([CH3:3])[CH3:2])=[CH:6][C:7]([C:8]([N:32]2[CH2:33][CH2:34][CH2:35][N:29]([C:27]([O:26][CH2:19][C:20]3[CH:25]=[CH:24][CH:23]=[CH:22][CH:21]=3)=[O:28])[CH2:30][CH2:31]2)=[O:9])=[CH:11][C:12]=1[C:15]([CH3:18])([CH3:17])[CH3:16]. Procedure: A mixture of 13.4 g (0.05 mol) of 3,5-di-tert.-butyl-4-hydroxybenzoyl chloride and 12.4 g (0.053 mol) of 1-benzyloxycarbonylhomopiperazine in 200 ml of acetonitrile is heated under reflux, with stirring, for 6 hour. The solvent is then removed by distillation under reduced pressure, the residue is partitioned between methylene chloride and dilute hydrochloric acid, and the organic phase is separated off and washed with saturated brine. After drying over sodium sulfate and removal of the solvent ... Procedure: The ketone from step 1 (0.310 g, 1.02 mmol) was dissolved in THF (3 ml), and phenyltrimethylammonium tribromide (PTT) (0.386 g, 1.02 mmol) was added as a solid leaving an orange solution which began to deposit a white solid immediately. Stirring for 1.5 hours leaves a colorless mixture to which water (5 ml) was added. THF was then evaporated and the resulting aqueous mixture was extracted with ethyl acetate. Drying over Na2SO4 and evaporation leaves a white crystalline solid (85% desired mono-br... Solvent: C1CCOC1 (THF). Conditions: time 1.5 hour. As a reaction SMILES: [C:1]1([S:7]([N:10]2[C:18]3[C:13](=[CH:14][C:15]([C:19](=[O:21])[CH3:20])=[CH:16][CH:17]=3)[CH2:12][CH2:11]2)(=[O:9])=[O:8])[CH:6]=[CH:5][CH:4]=[CH:3][CH:2]=1.[Br-:22].[Br-].[Br-].C1([N+](C)(C)C)C=CC=CC=1.C1([N+](C)(C)C)C=CC=CC=1.C1([N+](C)(C)C)C=CC=CC=1.O>C1COCC1>[C:1]1([S:7]([N:10]2[C:18]3[C:13](=[CH:14][C:15]([C:19](=[O:21])[CH2:20][Br:22])=[CH:16][CH:17]=3)[CH2:12][CH2:11]2)(=[O:8])=[O:9])[CH:2]=[CH:3][CH:4]=[CH:5][CH:6]=1 |f:1.2.3.4.5.6|. Yields the product C1(=CC=CC=C1)S(=O)(=O)N1CCC2=CC(=CC=C12)C(CBr)=O (1-(1-Benzenesulfonyl-2,3-dihydro-1H-indol-5-yl)-2-bromo-ethanone). Reactants: [Br-].[Br-].[Br-].C1(=CC=CC=C1)[N+](C)(C)C.C1(=CC=CC=C1)[N+](C)(C)C.C1(=CC=CC=C1)[N+](C)(C)C (phenyltrimethylammonium tribromide), C1(=CC=CC=C1)S(=O)(=O)N1CCC2=CC(=CC=C12)C(C)=O (1-(1-Benzenesulfonyl-2,3-dihydro-1H-indol-5-yl)-ethanone), O (water). The reactants are CC(=CCC[C@@](C)([C@H]1CC[C@@]2([C@@H]1[C@@H](C[C@H]3[C@]2(CC[C@@H]4[C@@]3(CC[C@@H](C4(C)C)O[C@H]5[C@@H]([C@H]([C@@H]([C@H](O5)CO)O)O)O[C@H]6[C@@H]([C@H]([C@@H]([C@H](O6)CO)O)O)O)C)C)O)C)O[C@H]7[C@@H]([C@H]([C@@H]([C@H](O7)CO[C@H]8[C@@H]([C@H]([C@@H]([C@H](O8)CO)O)O)O)O)O)O)C (ginsenoside Rb1). The solvent is O (water). Product: CC(=CCC[C@@](C)([C@H]1CC[C@@]2([C@@H]1[C@@H](C[C@H]3[C@]2(CC[C@@H]4[C@@]3(CC[C@@H](C4(C)C)O[C@H]5[C@@H]([C@H]([C@@H]([C@H](O5)CO)O)O)O)C)C)O)C)O[C@H]6[C@@H]([C@H]([C@@H]([C@H](O6)CO)O)O)O)C (ginsenoside F2). The yield is 96.1%. As a reaction SMILES: [CH3:1][C:2]([CH3:77])=[CH:3][CH2:4][CH2:5][C@:6]([O:54][C@@H:55]1[O:60][C@H:59]([CH2:61][O:62][C@@H]2O[C@H](CO)[C@@H](O)[C@H](O)[C@H]2O)[C@@H:58]([OH:74])[C@H:57]([OH:75])[C@H:56]1[OH:76])([C@@H:8]1[C@H:12]2[C@H:13]([OH:52])[CH2:14][C@@H:15]3[C@@:20]4([CH3:50])[CH2:21][CH2:22][C@H:23]([O:27][C@@H:28]5[O:33][C@H:32]([CH2:34][OH:35])[C@@H:31]([OH:36])[C@H:30]([OH:37])[C@H:29]5[O:38][C@@H]5O[C@H](CO)[C@@H](O)[C@H](O)[C@H]5O)[C:24]([CH3:26])([CH3:25])[C@@H:19]4[CH2:18][CH2:17][C@@:16]3([CH3:51])[C@:11]2([CH3:53])[CH2:10][CH2:9]1)[CH3:7]>O>[CH3:1][C:2]([CH3:77])=[CH:3][CH2:4][CH2:5][C@:6]([O:54][C@@H:55]1[O:60][C@H:59]([CH2:61][OH:62])[C@@H:58]([OH:74])[C@H:57]([OH:75])[C@H:56]1[OH:76])([C@@H:8]1[C@H:12]2[C@H:13]([OH:52])[CH2:14][C@@H:15]3[C@@:20]4([CH3:50])[CH2:21][CH2:22][C@H:23]([O:27][C@@H:28]5[O:33][C@H:32]([CH2:34][OH:35])[C@@H:31]([OH:36])[C@H:30]([OH:37])[C@H:29]5[OH:38])[C:24]([CH3:25])([CH3:26])[C@@H:19]4[CH2:18][CH2:17][C@@:16]3([CH3:51])[C@:11]2([CH3:53])[CH2:10][CH2:9]1)[CH3:7]. Procedure details: 200 g ginsenoside Rb1 with high purity is taken into reaction vessel, 500 ml of purified water is added, and alpha-galactosidase is added, it is decomposed by enzymolysis at 30° C. for 4˜44 hours (more preferably 8˜12 hours, extracted with 200 ml n-butanol for three times, and the n-butanol is combined, concentrated under reduced pressure and dried to obtain 136 g ginsenoside F2. Product: C1(CCCC1)CN(C(NC=1SC(=CN1)SCC(=O)O)=O)C1=CC(=CC=C1)C(NCC)=O ({2-[3-Cyclopentylmethyl-3-(3-ethylcarbamoyl-phenyl)-ureido]-thiazol-5-ylsulfanyl}-acetic acid). RXN SMILES: C([O:3][C:4](=[O:33])[CH2:5][S:6][C:7]1[S:11][C:10]([NH:12][C:13]([N:15]([CH2:27][CH:28]2[CH2:32][CH2:31][CH2:30][CH2:29]2)[C:16]2[CH:21]=[CH:20][CH:19]=[C:18]([C:22](=[O:26])[NH:23][CH2:24][CH3:25])[CH:17]=2)=[O:14])=[N:9][CH:8]=1)C.C1(CN(C2C=CC(S(C)(=O)=O)=CC=2)C(=O)NC2SC=C(CC(O)=O)N=2)CCCC1.C1(CNC2C=C(C=CC=2)C(NCC)=O)CCCC1.C(OC(=O)CSC1SC(N)=NC=1)C>>[CH:28]1([CH2:27][N:15]([C:16]2[CH:21]=[CH:20][CH:19]=[C:18]([C:22](=[O:26])[NH:23][CH2:24][CH3:25])[CH:17]=2)[C:13](=[O:14])[NH:12][C:10]2[S:11][C:7]([S:6][CH2:5][C:4]([OH:33])=[O:3])=[CH:8][N:9]=2)[CH2:32][CH2:31][CH2:30][CH2:29]1. Reactants: C(C)OC(CSC1=CN=C(S1)NC(=O)N(C1=CC(=CC=C1)C(NCC)=O)CC1CCCC1)=O ({2-[3-cyclopentylmethyl-3-(3-ethylcarbamoyl-phenyl)-ureido]-thiazol-5-ylsulfanyl}-acetic acid ethyl ester), C(C)OC(CSC1=CN=C(S1)N)=O ((2-amino-thiazol-5-ylsulfanyl)acetic acid ethyl ester), C1(CCCC1)CN(C(NC=1SC=C(N1)CC(=O)O)=O)C1=CC=C(C=C1)S(=O)(=O)C ({2-[3-cyclopentylmethyl-3-(4-methanesulfonyl-phenyl)-ureido]-thiazol-4-yl}-acetic acid), C1(CCCC1)CNC=1C=C(C(=O)NCC)C=CC1 (3-(cyclopentylmethyl-amino)-N-ethyl-benzamide). Procedure details: The title compound was prepared via {2-[3-cyclopentylmethyl-3-(3-ethylcarbamoyl-phenyl)-ureido]-thiazol-5-ylsulfanyl}-acetic acid ethyl ester in a similar manner as described for the synthesis of {2-[3-cyclopentylmethyl-3-(4-methanesulfonyl-phenyl)-ureido]-thiazol-4-yl}-acetic acid, using 3-(cyclopentylmethyl-amino)-N-ethyl-benzamide and (2-amino-thiazol-5-ylsulfanyl)acetic acid ethyl ester. The reactants are FC1=C(C=C2CCC(N(C2=C1)C)=O)C=1C(=C(C=NC1)CN[S@](=O)C(C)(C)C)C ((R)-2-Methyl-propane-2-sulfinic acid [5-(7-fluoro-1-methyl-2-oxo-1,2,3,4-tetrahydro-quinolin-6-yl)-4-methyl-pyridin-3-ylmethyl]-amide), Cl (hydrogen chloride). Solvent: CO (methanol). Product: Cl.NCC=1C(=C(C=NC1)C=1C=C2CCC(N(C2=CC1F)C)=O)C (6-(5-Aminomethyl-4-methyl-pyridin-3-yl)-7-fluoro-1-methyl-3,4-dihydro-1H-quinolin-2-one hydrochloride). As a reaction SMILES: [F:1][C:2]1[CH:11]=[C:10]2[C:5]([CH2:6][CH2:7][C:8](=[O:13])[N:9]2[CH3:12])=[CH:4][C:3]=1[C:14]1[C:15]([CH3:28])=[C:16]([CH2:20][NH:21][S@@](C(C)(C)C)=O)[CH:17]=[N:18][CH:19]=1.[ClH:29]>CO>[ClH:29].[NH2:21][CH2:20][C:16]1[C:15]([CH3:28])=[C:14]([C:3]2[CH:4]=[C:5]3[C:10](=[CH:11][C:2]=2[F:1])[N:9]([CH3:12])[C:8](=[O:13])[CH2:7][CH2:6]3)[CH:19]=[N:18][CH:17]=1 |f:3.4|. Procedure: In analogy to the procedure described for the preparation of example 42, reaction of (R)-2-methyl-propane-2-sulfinic acid [5-(7-fluoro-1-methyl-2-oxo-1,2,3,4-tetrahydro-quinolin-6-yl)-4-methyl-pyridin-3-ylmethyl]-amide (example 225) with hydrogen chloride (in dixoane) in methanol gave the title compound as a light brown solid. MS: 300.5 (M+H+). The reactants are CC(C)=O, O=Cc1cccc([N+](=O)[O-])c1, [Na+], [OH-], O. The product is CC(=O)C=Cc1cccc([N+](=O)[O-])c1. RXN SMILES: [CH3:15][C:16]([CH3:17])=[O:18].[N+:1](=[O:2])([O-:3])[c:4]1[cH:5][c:6]([CH:7]=[O:8])[cH:9][cH:10][cH:11]1.[Na+:14].[OH-:13].[OH2:12]>>[N+:1](=[O:2])([O-:3])[c:4]1[cH:5][c:6]([CH:7]=[CH:15][C:16]([CH3:17])=[O:18])[cH:9][cH:10][cH:11]1. The reactants are CCN=C=NCCCN(C)C (WSC), C1(=CC=CC=C1)CCNC(=O)C1=CC=C(C=C1)N1N=NC(=C1CCC)C(=O)O (1-(4-{[(2-Phenylethyl)amino]carbonyl}phenyl)-5-propyl-1H-1,2,3-triazole-4-carboxylic acid), C=1C=CC2=C(C1)N=NN2O (HOBt), C1(CC1)N (cyclopropylamine), C([O-])([O-])=O.[Na+].[Na+] (sodium carbonate). The solvent is C(C)#N.CN(C)C=O (acetonitrile DMF). Reaction conditions: time 2 hour. Product: C1(CC1)NC(=O)C=1N=NN(C1CCC)C1=CC=C(C=C1)C(=O)NCCC1=CC=CC=C1 (N-cyclopropyl-1-(4-{[(2-phenylethyl)amino]carbonyl}phenyl)-5-propyl-1H-1,2,3-triazole-4-carboxamide). The yield is 149.9%. Reaction SMILES: [C:1]1([CH2:7][CH2:8][NH:9][C:10]([C:12]2[CH:17]=[CH:16][C:15]([N:18]3[C:22]([CH2:23][CH2:24][CH3:25])=[C:21]([C:26](O)=[O:27])[N:20]=[N:19]3)=[CH:14][CH:13]=2)=[O:11])[CH:6]=[CH:5][CH:4]=[CH:3][CH:2]=1.C1C=C[C:32]2N(O)N=[N:35][C:33]=2[CH:34]=1.C1(N)CC1.CCN=C=NCCCN(C)C.C(=O)([O-])[O-].[Na+].[Na+]>C(#N)C.CN(C=O)C>[CH:33]1([NH:35][C:26]([C:21]2[N:20]=[N:19][N:18]([C:15]3[CH:14]=[CH:13][C:12]([C:10]([NH:9][CH2:8][CH2:7][C:1]4[CH:2]=[CH:3][CH:4]=[CH:5][CH:6]=4)=[O:11])=[CH:17][CH:16]=3)[C:22]=2[CH2:23][CH2:24][CH3:25])=[O:27])[CH2:34][CH2:32]1 |f:4.5.6,7.8|. Procedure details: 1-(4-{[(2-Phenylethyl)amino]carbonyl}phenyl)-5-propyl-1H-1,2,3-triazole-4-carboxylic acid (510 mg, 1.35 mmol) obtained in Example 59b), HOBt (92 mg, 0.674 mmol, 0.5 eq.) and cyclopropylamine (0.125 ml, 1.75 mmol, 1.3 eq.) were dissolved in acetonitrile-DMF (2:1, 9.0 ml), WSC (316 mg, 1.62 mmol, 1.2 eq.) was added, and the mixture was stirred at room temperature for 2 hr. 2% Aqueous sodium carbonate solution (10 ml) was added to the reaction mixture and the mixture was stirred at room temperature...